Dataset: the Open Reaction Database (ORD), a public repository of structured organic reaction records. Task: describe an organic reaction: reactants, conditions, products, and yield Starting materials: N1(CCCCC1)CC=1C=C(OCCCNC(=O)NN)C=CC1 (N-[3-[3-(1-piperidinylmethyl)phenoxy]propyl]-hydrazine carboxamide), C(C)(C)N=C=O (isopropyl isocyanate). Product: C(C)(C)NC(=O)NNC(=O)NCCCOC1=CC(=CC=C1)CN1CCCCC1 (N-Isopropyl-N'-[3-[3-(1-piperidinylmethyl)phenoxy]propyl]1,2-hydrazine dicarboxamide). RXN SMILES: [N:1]1([CH2:7][C:8]2[CH:9]=[C:10]([CH:20]=[CH:21][CH:22]=2)[O:11][CH2:12][CH2:13][CH2:14][NH:15][C:16]([NH:18][NH2:19])=[O:17])[CH2:6][CH2:5][CH2:4][CH2:3][CH2:2]1.[CH:23]([N:26]=[C:27]=[O:28])([CH3:25])[CH3:24]>>[CH:23]([NH:26][C:27]([NH:19][NH:18][C:16]([NH:15][CH2:14][CH2:13][CH2:12][O:11][C:10]1[CH:20]=[CH:21][CH:22]=[C:8]([CH2:7][N:1]2[CH2:6][CH2:5][CH2:4][CH2:3][CH2:2]2)[CH:9]=1)=[O:17])=[O:28])([CH3:25])[CH3:24]. Reported procedure: The compound is prepared by a method analogous to that of Example 20 from N-[3-[3-(1-piperidinylmethyl)phenoxy]propyl]-hydrazine carboxamide and isopropyl isocyanate. The analytical values are summarized in Table I.